From a dataset of the Open Reaction Database (ORD), a public repository of structured organic reaction records. describe an organic reaction: reactants, conditions, products, and yield The reactants are N#Cc1ccn2nccc2n1, NCc1csc2ncccc12, N#Cc1csc2ncccc12. Yields the product NCc1ccn2nccc2n1. As a reaction SMILES: [n:1]1[cH:2][cH:3][c:4]2[n:5]1[cH:6][cH:7][c:8]([C:10]#[N:11])[n:9]2.[s:12]1[c:13]2[n:14][cH:15][cH:16][cH:17][c:18]2[c:19]([CH2:20][NH2:21])[cH:22]1.[s:23]1[c:24]2[n:25][cH:26][cH:27][cH:28][c:29]2[c:30]([C:31]#[N:32])[cH:33]1>>[n:1]1[cH:2][cH:3][c:4]2[n:5]1[cH:6][cH:7][c:8]([CH2:10][NH2:11])[n:9]2.